From a dataset of the Open Reaction Database (ORD), a public repository of structured organic reaction records. describe an organic reaction: reactants, conditions, products, and yield The reactants are B, N#CC(O)C1Cc2ccccc2N1C(=O)OCc1ccccc1, CSC, Cl, [Na+], C1CCOC1, [OH-]. Yields the product NCC(O)C1Cc2ccccc2N1C(=O)OCc1ccccc1. As a reaction SMILES: [BH3:4].[CH2:5]([c:6]1[cH:7][cH:8][cH:9][cH:10][cH:11]1)[O:12][C:13](=[O:14])[N:15]1[CH:16]([CH:24]([OH:25])[C:26]#[N:27])[CH2:17][c:18]2[cH:19][cH:20][cH:21][cH:22][c:23]21.[CH3:1][S:2][CH3:3].[ClH:28].[Na+:30].[O:31]1[CH2:32][CH2:33][CH2:34][CH2:35]1.[OH-:29]>>[CH2:5]([c:6]1[cH:7][cH:8][cH:9][cH:10][cH:11]1)[O:12][C:13](=[O:14])[N:15]1[CH:16]([CH:24]([OH:25])[CH2:26][NH2:27])[CH2:17][c:18]2[cH:19][cH:20][cH:21][cH:22][c:23]21. Starting materials: ClC=1C=C(C(=NC1)OC1=CC=C(C=C1)F)C(=O)N[C@@H](C)C1=CC=C(C(=O)O)C=C1 (4-[(1S)-1-({[5-Chloro-2-(4-fluorophenoxy)pyridin-3-yl]carbonyl}amino)ethyl]benzoic acid), COC=1C=C(C=CC1)S(=O)(=O)N (3-methoxybenzenesulfonamide). The product is ClC=1C=NC(=C(C(=O)N[C@@H](C)C2=CC=C(C=C2)C(=O)NS(=O)(=O)C2=CC(=CC=C2)OC)C1)OC1=CC=C(C=C1)F (5-CHLORO-2-(4-FLUOROPHENOXY)-N-{(1S)-1-[4-({[(3-METHOXYPHENYL)SULFONYL]AMINO}CARBONYL)PHENYL]ETHYL}NICOTINAMIDE). As a reaction SMILES: [Cl:1][C:2]1[CH:3]=[C:4]([C:16]([NH:18][C@H:19]([C:21]2[CH:29]=[CH:28][C:24]([C:25](O)=[O:26])=[CH:23][CH:22]=2)[CH3:20])=[O:17])[C:5]([O:8][C:9]2[CH:14]=[CH:13][C:12]([F:15])=[CH:11][CH:10]=2)=[N:6][CH:7]=1.[CH3:30][O:31][C:32]1[CH:33]=[C:34]([S:38]([NH2:41])(=[O:40])=[O:39])[CH:35]=[CH:36][CH:37]=1>>[Cl:1][C:2]1[CH:7]=[N:6][C:5]([O:8][C:9]2[CH:14]=[CH:13][C:12]([F:15])=[CH:11][CH:10]=2)=[C:4]([CH:3]=1)[C:16]([NH:18][C@H:19]([C:21]1[CH:22]=[CH:23][C:24]([C:25]([NH:41][S:38]([C:34]2[CH:35]=[CH:36][CH:37]=[C:32]([O:31][CH3:30])[CH:33]=2)(=[O:39])=[O:40])=[O:26])=[CH:28][CH:29]=1)[CH3:20])=[O:17]. Procedure: The title compound was prepared according to the procedure described in step 1 of Example 103 from 4-[(1S)-1-({[5-chloro-2-(4-fluorophenoxy)pyridin-3-yl]carbonyl}amino)ethyl]benzoic acid (step 5 of Example 44) and 3-methoxybenzenesulfonamide: 1H-NMR (CDCl3) δ 8.51 (1H, d, J=2.8 Hz), 8.13 (1H, d, J=2.8 Hz), 8.09 (1H, d, J=7.0 Hz), 7.73 (2H, d, J=8.4 Hz), 7.70–7.64 (2H, m), 7.49–7.39 (3H, m), 7.21–7.08 (5H, m), 5.37–5.25 (1H, m), 3.88 (3H, s), 1.56 (3H, d, J=6.8 Hz); MS (ESI) m/z 584 (M+H)+, 582 (...